Dataset: the Open Reaction Database (ORD), a public repository of structured organic reaction records. Task: describe an organic reaction: reactants, conditions, products, and yield Reactants: OC1=CC=C2C(C=C(OC2=C1)C1=CC=CC=C1)=O (7-hydroxyflavone), BrCCCCCCCl (1-bromo-6-chlorohexane), OC1CCNCC1 (4-hydroxypiperidine). The product is OC1CCN(CC1)CCCCCCOC1=CC2=C(C(C=C(O2)C2=CC=CC=C2)=O)C=C1 (7-[6-(4-Hydroxypiperidinyl)hexoxy]-2-phenyl-4H-1-benzopyran-4-one). Reaction SMILES: [OH:1][C:2]1[CH:11]=[C:10]2[C:5]([C:6](=[O:18])[CH:7]=[C:8]([C:12]3[CH:17]=[CH:16][CH:15]=[CH:14][CH:13]=3)[O:9]2)=[CH:4][CH:3]=1.Br[CH2:20][CH2:21][CH2:22][CH2:23][CH2:24][CH2:25]Cl.[OH:27][CH:28]1[CH2:33][CH2:32][NH:31][CH2:30][CH2:29]1>>[OH:27][CH:28]1[CH2:33][CH2:32][N:31]([CH2:20][CH2:21][CH2:22][CH2:23][CH2:24][CH2:25][O:1][C:2]2[CH:3]=[CH:4][C:5]3[C:6](=[O:18])[CH:7]=[C:8]([C:12]4[CH:17]=[CH:16][CH:15]=[CH:14][CH:13]=4)[O:9][C:10]=3[CH:11]=2)[CH2:30][CH2:29]1. Procedure details: The compound was prepared by a method similar to Example 3 from 7-hydroxyflavone, 1-bromo-6-chlorohexane, and 4-hydroxypiperidine: mp 130°-131° C.